Dataset: the Open Reaction Database (ORD), a public repository of structured organic reaction records. Task: describe an organic reaction: reactants, conditions, products, and yield RXN SMILES: [C:1]([O:4]C(=O)C)(=[O:3])[CH3:2].[N+:8]([O-:11])(O)=[O:9].[CH2:12]=[CH:13][CH:14]=[CH:15][CH2:16][CH3:17]>>[N+:8]([CH2:12][CH:13]=[CH:14][CH:15]([O:4][C:1](=[O:3])[CH3:2])[CH2:16][CH3:17])([O-:11])=[O:9]. Reported procedure: To 166 ml. of acetic anhydride was added 90% nitric acid (27.7 g.) under cooling at 25° C. over a 45 minute period. After an additional 5 minutes of stirring 20 g. of 1,3-hexadiene was added dropwise at 25° C. over 1 hour. Ice cooling was employed as required. The reaction was completed by stirring the mixture for an additional hour, followed by quenching in ice and water. Extraction with methylenechloride, washing with water, drying of the organic layers over anhydrous sodium sulfate and evapor... Reactants: C(C)(=O)OC(C)=O (acetic anhydride), [N+](=O)(O)[O-] (nitric acid), C=CC=CCC (1,3-hexadiene). Yields the product [N+](=O)([O-])CC=CC(CC)OC(C)=O (actic acid (1-nitro-2-hexen-4-yl)ester). Reaction conditions: temperature 25 celsius, time 5 minute. The reactants are C(C)(=O)O[C@@H]1O[C@@H]([C@H]([C@@H]([C@H]1N=C=S)OC(C)=O)OC(C)=O)COC(C)=O ((2S,3R,4R,5S,6R)-6-(acetoxymethyl)-3-isothiocyanato-tetrahydro-2H-pyran-2,4,5-triyl triacetate), C(C1=CC=CC=C1)OCCN (2-(benzyloxy)ethanamine), C(=O)(O)[O-].[Na+] (NaHCO3), FC(C(=O)O)(F)F (trifluoroacetic acid). Solvent: ClCCl (dichloromethane). Conditions: time 2 hour. Product: C(C)(=O)O[C@H]1[C@@H]([C@H]2N=C(S[C@H]2O[C@@H]1COC(C)=O)NCCOCC1=CC=CC=C1)OC(C)=O ((3aR,5R,6S,7R,7aR)-5-(acetoxymethyl)-2-(2-(benzyloxy)ethylamino)-5,6,7,7a-tetrahydro-3aH-pyrano[3,2-d]thiazole-6,7-diyl diacetate). Yield: 81.6%. RXN SMILES: C(O[C@H:5]1[C@H:10]([N:11]=[C:12]=[S:13])[C@@H:9]([O:14][C:15](=[O:17])[CH3:16])[C@H:8]([O:18][C:19](=[O:21])[CH3:20])[C@@H:7]([CH2:22][O:23][C:24](=[O:26])[CH3:25])[O:6]1)(=O)C.[CH2:27]([O:34][CH2:35][CH2:36][NH2:37])[C:28]1[CH:33]=[CH:32][CH:31]=[CH:30][CH:29]=1.FC(F)(F)C(O)=O.C([O-])(O)=O.[Na+]>ClCCl>[C:19]([O:18][C@@H:8]1[C@@H:7]([CH2:22][O:23][C:24](=[O:26])[CH3:25])[O:6][C@H:5]2[C@H:10]([N:11]=[C:12]([NH:37][CH2:36][CH2:35][O:34][CH2:27][C:28]3[CH:33]=[CH:32][CH:31]=[CH:30][CH:29]=3)[S:13]2)[C@H:9]1[O:14][C:15](=[O:17])[CH3:16])(=[O:21])[CH3:20] |f:3.4|. Procedure: To a solution of (2S,3R,4R,5S,6R)-6-(acetoxymethyl)-3-isothiocyanato-tetrahydro-2H-pyran-2,4,5-triyl triacetate (9.8 g, 25 mmol) in dichloromethane (100 mL) was added 128 (4 g, 26 mmol) at 0° C. After stirred for 2 hours, trifluoroacetic acid (15.4 g, 159 mmol) was added. The resulting solution was stirred for 12 hours at room temperature, then quenched with ice-water (200 mL) and neutralized by the addition of NaHCO3 (26 g, 318 mmol). The organic layer was separated and the aqueous layer was ex...